This data is from the Open Reaction Database (ORD), a public repository of structured organic reaction records. The task is: describe an organic reaction: reactants, conditions, products, and yield Starting materials: COC1=CC=C(CN(C2=NC=C(C=N2)C=2C3=C(N=C(N2)N2CCOCC2)NCC3)CC3=CC=C(C=C3)OC)C=C1 (bis-(4-methoxy-benzyl)-[5-(2-morpholin-4-yl-6,7-dihydro-5H-pyrrolo[2,3-d]pyrimidin-4-yl)-pyrimidin-2-yl]-amine), BrC=1C=C(C=CC1C)C(=O)N1CCN(CC1)C ((3-bromo-4-methyl-phenyl)-(4-methyl-piperazin-1-yl)-methanone). Yields the product COC1=CC=C(CN(C2=NC=C(C=N2)C=2C3=C(N=C(N2)N2CCOCC2)N(CC3)C=3C=C(C=CC3C)C(=O)N3CCN(CC3)C)CC3=CC=C(C=C3)OC)C=C1 ([3-(4-{2-[bis-(4-methoxy-benzyl)-amino]-pyrimidin-5-yl}-2-morpholin-4-yl-5,6-dihydro-pyrrolo[2,3-d]pyrimidin-7-yl)-4-methyl-phenyl]-(4-methyl-piperazin-1-yl)-methanone). Reaction SMILES: [CH3:1][O:2][C:3]1[CH:40]=[CH:39][C:6]([CH2:7][N:8]([CH2:30][C:31]2[CH:36]=[CH:35][C:34]([O:37][CH3:38])=[CH:33][CH:32]=2)[C:9]2[N:14]=[CH:13][C:12]([C:15]3[C:16]4[CH2:29][CH2:28][NH:27][C:17]=4[N:18]=[C:19]([N:21]4[CH2:26][CH2:25][O:24][CH2:23][CH2:22]4)[N:20]=3)=[CH:11][N:10]=2)=[CH:5][CH:4]=1.Br[C:42]1[CH:43]=[C:44]([C:49]([N:51]2[CH2:56][CH2:55][N:54]([CH3:57])[CH2:53][CH2:52]2)=[O:50])[CH:45]=[CH:46][C:47]=1[CH3:48]>>[CH3:38][O:37][C:34]1[CH:33]=[CH:32][C:31]([CH2:30][N:8]([CH2:7][C:6]2[CH:5]=[CH:4][C:3]([O:2][CH3:1])=[CH:40][CH:39]=2)[C:9]2[N:10]=[CH:11][C:12]([C:15]3[C:16]4[CH2:29][CH2:28][N:27]([C:42]5[CH:43]=[C:44]([C:49]([N:51]6[CH2:52][CH2:53][N:54]([CH3:57])[CH2:55][CH2:56]6)=[O:50])[CH:45]=[CH:46][C:47]=5[CH3:48])[C:17]=4[N:18]=[C:19]([N:21]4[CH2:26][CH2:25][O:24][CH2:23][CH2:22]4)[N:20]=3)=[CH:13][N:14]=2)=[CH:36][CH:35]=1. Procedure details: Using bis-(4-methoxy-benzyl)-[5-(2-morpholin-4-yl-6,7-dihydro-5H-pyrrolo[2,3-d]pyrimidin-4-yl)-pyrimidin-2-yl]-amine (100 mg) and (3-bromo-4-methyl-phenyl)-(4-methyl-piperazin-1-yl)-methanone (160 mg) instead of 4-chloropicolinic acid t-butylamide, in the same manner as Example 1-D-07, a crude product of [[3-(4-{2-[bis-(4-methoxy-benzyl)-amino]-pyrimidin-5-yl}-2-morpholin-4-yl-5,6-dihydro-pyrrolo[2,3-d]pyrimidin-7-yl)-4-methyl-phenyl]-(4-methyl-piperazin-1-yl)-methanone was obtained, and then th... Reactants: C(C1=CC=CC=C1)NN (benzylhydrazine), C(C)(=O)O (acetic acid), C1(=CC=CC=C1)C(=O)C=1OC(=CC1)C(=O)OC (5-Methoxycarbonyl-2-furyl phenyl ketone). Solvent: CO (methanol). Product: C(C1=CC=CC=C1)NN=C(C=1OC(=CC1)C(=O)OC)C1=CC=CC=C1 (5-methoxycarbonylfuryl phenyl ketone benzylhydrazone). Reaction SMILES: [C:1]1([C:7]([C:9]2[O:10][C:11]([C:14]([O:16][CH3:17])=[O:15])=[CH:12][CH:13]=2)=O)[CH:6]=[CH:5][CH:4]=[CH:3][CH:2]=1.[CH2:18]([NH:25][NH2:26])[C:19]1[CH:24]=[CH:23][CH:22]=[CH:21][CH:20]=1.C(O)(=O)C>CO>[CH2:18]([NH:25][N:26]=[C:7]([C:1]1[CH:6]=[CH:5][CH:4]=[CH:3][CH:2]=1)[C:9]1[O:10][C:11]([C:14]([O:16][CH3:17])=[O:15])=[CH:12][CH:13]=1)[C:19]1[CH:24]=[CH:23][CH:22]=[CH:21][CH:20]=1. Reported procedure: 5-Methoxycarbonyl-2-furyl phenyl ketone (5.5 g, 0.024 mole) was dissolved in methanol (60 mL), added with benzylhydrazine (9 g, 0.07 mole) and acetic acid (0.5 mL) and then heated under reflux till the reaction was completed. After cooling, the solvent was evaporated. The resultant residue was extracted with chloroform and washed with dilute HCl solution, then water, and then dried over anhydrous magnesium sulfate and filtered. The solvent of the filtrate was removed to give 5-methoxycarbonylfur...